This data is from the Open Reaction Database (ORD), a public repository of structured organic reaction records. The task is: describe an organic reaction: reactants, conditions, products, and yield Starting materials: O1CCN(CC1)CC=1N=C(SC1)N (4-(morpholinomethyl)thiazol-2-amine), NC=1SC(=CN1)C(=O)OCC (ethyl 2-aminothiazole-5-carboxylate). The product is O1CCN(CC1)CC1=CN=C(S1)N (5-(morpholinomethyl)thiazol-2-amine). Reaction SMILES: [O:1]1[CH2:6][CH2:5][N:4]([CH2:7][C:8]2N=C(N)S[CH:12]=2)[CH2:3][CH2:2]1.[NH2:14][C:15]1[S:16]C(C(OCC)=O)=C[N:19]=1>>[O:1]1[CH2:2][CH2:3][N:4]([CH2:7][C:8]2[S:16][C:15]([NH2:19])=[N:14][CH:12]=2)[CH2:5][CH2:6]1. Procedure: 5-(morpholinomethyl)thiazol-2-amine 61 was prepared using the same synthetic sequence outlined above for 4-(morpholinomethyl)thiazol-2-amine employing ethyl 2-aminothiazole-5-carboxylate 60 as the starting material.